Dataset: the Open Reaction Database (ORD), a public repository of structured organic reaction records. Task: describe an organic reaction: reactants, conditions, products, and yield As a reaction SMILES: [NH:1]1[C:5]2[CH:6]=[CH:7][C:8]([C:10]([OH:12])=O)=[CH:9][C:4]=2[N:3]=[CH:2]1.[CH3:13][O:14][C:15]1[C:16]([CH3:28])=[CH:17][C:18]2[CH2:19][C@H:20]3[C@@H:25]([C:26]=2[CH:27]=1)[CH2:24][CH2:23][CH2:22][NH:21]3>>[NH:1]1[C:5]2[CH:6]=[CH:7][C:8]([C:10]([N:21]3[CH2:22][CH2:23][CH2:24][C@@H:25]4[C:26]5[CH:27]=[C:15]([O:14][CH3:13])[C:16]([CH3:28])=[CH:17][C:18]=5[CH2:19][C@H:20]34)=[O:12])=[CH:9][C:4]=2[N:3]=[CH:2]1. Procedure details: The title compound is prepared from 1H-benzoimidazole-5-carboxylic acid and cis-6-methoxy-7-methyl-2,3,4,4a,9,9a-hexahydro-1H-indeno[2,1-b]pyridine following a procedure analogous to that described in Example 1. LC (method 7): tR=1.04 min; Mass spectrum (ESI+): m/z=362 [M+H]+. The reactants are N1C=NC2=C1C=CC(=C2)C(=O)O (1H-benzoimidazole-5-carboxylic acid), COC=1C(=CC=2C[C@@H]3NCCC[C@@H]3C2C1)C (cis-6-methoxy-7-methyl-2,3,4,4a,9,9a-hexahydro-1H-indeno[2,1-b]pyridine). Product: N1C=NC2=C1C=CC(=C2)C(=O)N2[C@@H]1[C@H](CCC2)C=2C=C(C(=CC2C1)C)OC ((1H-Benzoimidazol-5-yl)-(cis-6-methoxy-7-methyl-2,3,4,4a,9,9a-hexahydro-indeno[2,1-b]pyridin-1-yl)-methanone). Reactants: [N+](=O)([O-])C1=CC=C(C=C1)C12C(N(C(C(C1)(C2)C2=CC=CC=C2)=O)CCC)=O (1-(4-nitrophenyl)-5-phenyl-3-n-propyl-3-azabicyclo[3.1.1]heptane-2,4-dione), CCCCCC.CCOCC (n-hexane ether). The reagents and catalysts are [Pd] (palladium-on-carbon). Run in C(C)(=O)OCC (ethyl acetate). The product is NC1=CC=C(C=C1)C12C(N(C(C(C1)(C2)C2=CC=CC=C2)=O)CCC)=O (1-(4-aminophenyl)-5-phenyl-3-n-propyl-3-azabicyclo[3.1.1]heptane-2,4-dione). Reaction SMILES: [N+:1]([C:4]1[CH:9]=[CH:8][C:7]([C:10]23[CH2:16][C:14]([C:17]4[CH:22]=[CH:21][CH:20]=[CH:19][CH:18]=4)([CH2:15]2)[C:13](=[O:23])[N:12]([CH2:24][CH2:25][CH3:26])[C:11]3=[O:27])=[CH:6][CH:5]=1)([O-])=O.CCCCCC.CCOCC>C(OCC)(=O)C.[Pd]>[NH2:1][C:4]1[CH:9]=[CH:8][C:7]([C:10]23[CH2:15][C:14]([C:17]4[CH:22]=[CH:21][CH:20]=[CH:19][CH:18]=4)([CH2:16]2)[C:13](=[O:23])[N:12]([CH2:24][CH2:25][CH3:26])[C:11]3=[O:27])=[CH:6][CH:5]=1 |f:1.2|. Reported procedure: In a manner analogous to that described in Example 12a, 1.8 g of 1-(4-nitrophenyl)-5-phenyl-3-n-propyl-3-azabicyclo[3.1.1]heptane-2,4-dione are dissolved in 40 ml of ethyl acetate, hydrogenated in the presence of 0.2 g of 5% palladium-on-carbon and worked up. Melting point 144°-145° (from n-hexane/ether). Reactants: C(C1=CC=CC=C1)(=O)O (benzoic acid), ClC1=C(C(=O)O)C=C(C=C1)S(=O)O (2-Chloro-5-sulfino-benzoic acid), BrCC1CC1 (Bromomethyl-cyclopropane), II (I2). The solvent is C1(CC1)CO (cyclopropyl methanol). Yields the product ClC1=C(C(=O)O)C=C(C=C1)S(=O)(=O)CC1CC1 (2-Chloro-5-cyclopropylmethanesulfonyl-benzoic acid). The yield is 8.0%. As a reaction SMILES: C(O)(=O)[C:2]1[CH:7]=[CH:6][CH:5]=CC=1.[Cl:10][C:11]1[CH:19]=[CH:18][C:17]([S:20]([OH:22])=[O:21])=[CH:16][C:12]=1[C:13]([OH:15])=[O:14].BrCC1CC1.II>C1(CO)CC1>[Cl:10][C:11]1[CH:19]=[CH:18][C:17]([S:20]([CH2:5][CH:6]2[CH2:2][CH2:7]2)(=[O:22])=[O:21])=[CH:16][C:12]=1[C:13]([OH:15])=[O:14]. Procedure: The title compound was synthesised according to the procedure described for the synthesis of 2-Chloro-5-methanesulfonyl)-benzoic acid from 2-Chloro-5-sulfino-benzoic acid and Bromomethyl-cyclopropane (+catalytic amount I2) in 20 ml cyclopropyl methanol/20 ml water and obtained in 8% yield. MS (m/e): 273.1 (MH−, 100%). Reactants: N#Cc1ccc(F)c(C=O)c1, [Li]CCCC, CCCCCC, CC(C)NC(C)C, [Cl-], Clc1ccc(Cl)nc1, [NH4+], C1CCOC1. Yields the product N#Cc1ccc(F)c(C(O)c2cc(Cl)ncc2Cl)c1. Reaction SMILES: [C:27](#[N:28])[c:29]1[cH:30][cH:31][c:32]([F:37])[c:33]([CH:34]=[O:35])[cH:36]1.[CH2:14]([Li:15])[CH2:16][CH2:17][CH3:18].[CH3:8][CH2:9][CH2:10][CH2:11][CH2:12][CH3:13].[CH:1]([NH:2][CH:3]([CH3:4])[CH3:5])([CH3:6])[CH3:7].[Cl-:38].[Cl:19][c:20]1[n:21][cH:22][c:23]([Cl:26])[cH:24][cH:25]1.[NH4+:39].[O:40]1[CH2:41][CH2:42][CH2:43][CH2:44]1>>[Cl:19][c:20]1[n:21][cH:22][c:23]([Cl:26])[c:24]([CH:34]([c:33]2[c:32]([F:37])[cH:31][cH:30][c:29]([C:27]#[N:28])[cH:36]2)[OH:35])[cH:25]1. The reactants are C1(CC1)N1C=C(C(C2=C(C(=C(C(=C12)OC)F)F)N(C(C(F)(F)F)=O)C)=O)C(=O)OC (methyl 1-cyclopropyl-6,7-difluoro-1,4-dihydro-8-methoxy-5-(N-methyltrifluoroacetamido)-4-oxoquinoline-3-carboxylate). Run in CC(=O)O (AcOH), Cl (HCl). Reaction conditions: temperature 100 celsius, time 4 hour. The product is C1(CC1)N1C=C(C(C2=C(C(=C(C(=C12)OC)F)F)NC)=O)C(=O)O (1-cyclopropyl-6,7-difluoro-1,4-dihydro-8-methoxy-5-methylamino-4-oxoquinoline-3-carboxylic acid). Isolated yield 91.9%. As a reaction SMILES: [CH:1]1([N:4]2[C:13]3[C:8](=[C:9]([N:18](C)[C:19](=O)C(F)(F)F)[C:10]([F:17])=[C:11]([F:16])[C:12]=3[O:14][CH3:15])[C:7](=[O:26])[C:6]([C:27]([O:29]C)=[O:28])=[CH:5]2)[CH2:3][CH2:2]1>CC(O)=O.Cl>[CH:1]1([N:4]2[C:13]3[C:8](=[C:9]([NH:18][CH3:19])[C:10]([F:17])=[C:11]([F:16])[C:12]=3[O:14][CH3:15])[C:7](=[O:26])[C:6]([C:27]([OH:29])=[O:28])=[CH:5]2)[CH2:3][CH2:2]1. Procedure: To a solution of methyl 1-cyclopropyl-6,7-difluoro-1,4-dihydro-8-methoxy-5-(N-methyltrifluoroacetamido)-4-oxoquinoline-3-carboxylate (880 mg, 2.03 mmol) in AcOH (10 mL), 6M HCl (5 mL) was added. The mixture was stirred at 100° C. for 4 h. After cooling, the solvent was removed by evaporation. 50 mL water was added, and the resulting precipitate was collected by filtration, washed with water and dried to give 1-cyclopropyl-6,7-difluoro-1,4-dihydro-8-methoxy-5-methylamino-4-oxoquinoline-3-carboxyl... The reactants are O=C(Cl)C(Cl)(Cl)Cl, ClCCl, CNC(=O)c1cc(Oc2ccc(N)cc2)ccn1, c1ccncc1. Yields the product CNC(=O)c1cc(Oc2ccc(NC(=O)C(Cl)(Cl)Cl)cc2)ccn1. Reaction SMILES: [Cl:25][C:26]([C:27](=[O:28])[Cl:29])([Cl:30])[Cl:31].[Cl:32][CH2:33][Cl:34].[NH2:1][c:2]1[cH:3][cH:4][c:5]([O:6][c:7]2[cH:8][c:9]([C:13](=[O:14])[NH:15][CH3:16])[n:10][cH:11][cH:12]2)[cH:17][cH:18]1.[cH:19]1[cH:20][cH:21][n:22][cH:23][cH:24]1>>[NH:1]([c:2]1[cH:3][cH:4][c:5]([O:6][c:7]2[cH:8][c:9]([C:13](=[O:14])[NH:15][CH3:16])[n:10][cH:11][cH:12]2)[cH:17][cH:18]1)[C:27]([C:26]([Cl:25])([Cl:30])[Cl:31])=[O:28].